Dataset: the Open Reaction Database (ORD), a public repository of structured organic reaction records. Task: describe an organic reaction: reactants, conditions, products, and yield The reactants are BrC1=C(C=C(C=C1)F)C1=NC(=NN1)C (5-(2-Bromo-5-fluorophenyl)-3-methyl-1H-1,2,4-triazole), [Cu]C#N (copper (I) cyanide), intermediate 150. Product: FC1=CC(=C(C#N)C=C1)C1=NC(=NN1)C (4-Fluoro-2-(3-methyl-1H-1,2,4-triazol-5-yl)benzonitrile). Yield: 26.0%. RXN SMILES: Br[C:2]1[CH:7]=[CH:6][C:5]([F:8])=[CH:4][C:3]=1[C:9]1[NH:13][N:12]=[C:11]([CH3:14])[N:10]=1.[Cu][C:16]#[N:17]>>[F:8][C:5]1[CH:6]=[CH:7][C:2]([C:16]#[N:17])=[C:3]([C:9]2[NH:13][N:12]=[C:11]([CH3:14])[N:10]=2)[CH:4]=1. Reported procedure: 5-(2-Bromo-5-fluorophenyl)-3-methyl-1H-1,2,4-triazole (4.00 g, 15.6 mmol) was treated with copper (I) cyanide as described in the procedure for intermediate 150 to give 0.83 g (26% yield) of the title material as a white solid. 1HNMR 400 MHz (CDCl3) δ (ppm): 2.66 (3H, s, CH3), 7.21-7.25 (1H, m, aromatic), 7.84 (1H, dd, J=5.6 Hz and J=8.6 Hz, aromatic), 8.10 (1H, dd, J=2.8 Hz and J=9.3 Hz, aromatic). HRMS (ESI+) calculated for C10H8FN4 [M+H+]: 203.0733; found: 203.0743.